This data is from the Open Reaction Database (ORD), a public repository of structured organic reaction records. The task is: describe an organic reaction: reactants, conditions, products, and yield The reactants are ClC1=C(C=C(C(=O)O)C=C1)C(C(C(F)(F)F)(C=1C=CC2=C(N(C(CO2)=O)C)C1)O)C (4-Chloro-3-[3,3,3-trifluoro-2-hydroxy-1-methyl-2-(4-methyl-3-oxo-3,4-dihydro-2H-benzo[1,4]oxazin-6-yl)-propyl]-benzoic acid), Cl.COC(CCCN)=O (methyl-4-aminobutyrate hydrochloride). The product is ClC1=C(C=C(C(=O)NCCCC(=O)O)C=C1)C(C(C(F)(F)F)(C=1C=CC2=C(N(C(CO2)=O)C)C1)O)C (4-{4-Chloro-3-[3,3,3-trifluoro-2-hydroxy-1-methyl-2-(4-methyl-3-oxo-3,4-dihydro-2H-benzo[1,4]oxazin-6-yl)-propyl]-benzoylamino}-butyric acid). Reaction SMILES: [Cl:1][C:2]1[CH:10]=[CH:9][C:5]([C:6](O)=[O:7])=[CH:4][C:3]=1[CH:11]([CH3:30])[C:12]([OH:29])([C:17]1[CH:18]=[CH:19][C:20]2[O:25][CH2:24][C:23](=[O:26])[N:22]([CH3:27])[C:21]=2[CH:28]=1)[C:13]([F:16])([F:15])[F:14].Cl.C[O:33][C:34](=[O:39])[CH2:35][CH2:36][CH2:37][NH2:38]>>[Cl:1][C:2]1[CH:10]=[CH:9][C:5]([C:6]([NH:38][CH2:37][CH2:36][CH2:35][C:34]([OH:33])=[O:39])=[O:7])=[CH:4][C:3]=1[CH:11]([CH3:30])[C:12]([OH:29])([C:17]1[CH:18]=[CH:19][C:20]2[O:25][CH2:24][C:23](=[O:26])[N:22]([CH3:27])[C:21]=2[CH:28]=1)[C:13]([F:14])([F:15])[F:16] |f:1.2|. Reported procedure: In analogy to Example 19, step 2,4-chloro-3-[3,3,3-trifluoro-2-hydroxy-1-methyl-2-(4-methyl-3-oxo-3,4-dihydro-2H-benzo[1,4]oxazin-6-yl)-propyl]-benzoic acid (Example 19, step 1) was coupled with methyl-4-aminobutyrate hydrochloride. The product of this reaction was hydrolyzed in analogy to Example 2, to give the title compound as a colorless solid. MS (m/e, ISP neg. ion)=527.2 [M−H+]. Starting materials: [BH4-], CO, Cc1cc(C=O)ccc1Oc1cnc(C(N)=O)cn1, [Na+], NCCC1CCOCC1. The product is Cc1cc(CNCCC2CCOCC2)ccc1Oc1cnc(C(N)=O)cn1. As a reaction SMILES: [BH4-:29].[CH3:31][OH:32].[CH:1](=[O:2])[c:3]1[cH:4][c:5]([CH3:19])[c:6]([O:7][c:8]2[n:9][cH:10][c:11]([C:14](=[O:15])[NH2:16])[n:12][cH:13]2)[cH:17][cH:18]1.[Na+:30].[O:20]1[CH2:21][CH2:22][CH:23]([CH2:26][CH2:27][NH2:28])[CH2:24][CH2:25]1>>[CH2:1]([c:3]1[cH:4][c:5]([CH3:19])[c:6]([O:7][c:8]2[n:9][cH:10][c:11]([C:14](=[O:15])[NH2:16])[n:12][cH:13]2)[cH:17][cH:18]1)[NH:28][CH2:27][CH2:26][CH:23]1[CH2:22][CH2:21][O:20][CH2:25][CH2:24]1. The reactants are O=C([O-])[O-], CCC(CC)C(=O)c1c[nH]c2cnc(-c3c(C)cccc3C)cc12, CCOC(C)=O, CCc1cc(Cl)nc(Cl)n1, [Cs+], [Cs+], CN(C)C=O. The product is CCc1cc(-n2cc(C(=O)C(CC)CC)c3cc(-c4c(C)cccc4C)ncc32)nc(Cl)n1. RXN SMILES: [C:35](=[O:36])([O-:37])[O-:38].[CH3:1][c:2]1[c:3](-[c:9]2[cH:10][c:11]3[c:12]([cH:13][n:14]2)[nH:15][cH:16][c:17]3[C:18]([CH:19]([CH2:20][CH3:21])[CH2:22][CH3:23])=[O:24])[c:4]([CH3:8])[cH:5][cH:6][cH:7]1.[CH3:46][CH2:47][O:48][C:49]([CH3:50])=[O:51].[Cl:25][c:26]1[n:27][c:28]([CH2:33][CH3:34])[cH:29][c:30]([Cl:32])[n:31]1.[Cs+:39].[Cs+:40].[O:41]=[CH:42][N:43]([CH3:44])[CH3:45]>>[CH3:1][c:2]1[c:3](-[c:9]2[cH:10][c:11]3[c:12]([cH:13][n:14]2)[n:15](-[c:30]2[cH:29][c:28]([CH2:33][CH3:34])[n:27][c:26]([Cl:25])[n:31]2)[cH:16][c:17]3[C:18]([CH:19]([CH2:20][CH3:21])[CH2:22][CH3:23])=[O:24])[c:4]([CH3:8])[cH:5][cH:6][cH:7]1.